Dataset: the Open Reaction Database (ORD), a public repository of structured organic reaction records. Task: describe an organic reaction: reactants, conditions, products, and yield Starting materials: ice, CC(=CCOC1=CC2=C(C=C1)OCO2)CCC(=C(C)C)C (3,6,7-trimethyl-1-[3,4-(methylenedioxy)-phenoxy]-2,6-octadiene), ClC1=CC(=CC=C1)C(=O)OO (m-chloroperbenzoic acid). Run in C(Cl)Cl (methylenechloride). Run at time 2 hour. The product is O1C(CCC(=CCOC2=CC3=C(C=C2)OCO3)C)(C1(C)C)C (6,7-epoxy-3,6,7-trimethyl-1-[3,4-(methylenedioxy)-phenoxy]-2-octene). As a reaction SMILES: [CH3:1][C:2]([CH2:15][CH2:16][C:17]([CH3:21])=[C:18]([CH3:20])[CH3:19])=[CH:3][CH2:4][O:5][C:6]1[CH:11]=[CH:10][C:9]2[O:12][CH2:13][O:14][C:8]=2[CH:7]=1.ClC1C=CC=C(C(OO)=[O:30])C=1>C(Cl)Cl>[O:30]1[C:18]([CH3:20])([CH3:19])[C:17]1([CH3:21])[CH2:16][CH2:15][C:2]([CH3:1])=[CH:3][CH2:4][O:5][C:6]1[CH:11]=[CH:10][C:9]2[O:12][CH2:13][O:14][C:8]=2[CH:7]=1. Procedure details: To an ice cold solution containing 10.4 g. of 3,6,7-trimethyl-1-[3,4-(methylenedioxy)-phenoxy]-2,6-octadiene in 100 ml. of methylenechloride, 7 g. of m-chloroperbenzoic acid were added portionwise. After this addition, the reaction mixture was allowed to stand for 2 hours at 0° to 3°C. under constant stirring. After this period, the reaction mixture was diluted with 250 ml. of diethylether, and washed with ice cold 1N sodium hydroxide and saturated aqueous sodium chloride solution. After washing...